This data is from the Open Reaction Database (ORD), a public repository of structured organic reaction records. The task is: describe an organic reaction: reactants, conditions, products, and yield The reactants are NC1=C(C=C(C=C1)O)[N+](=O)[O-] (1-amino-4-hydroxy-2-nitrobenzene), C(C(=O)C1=CC=CC=C1)Br (phenacyl bromide), C(C)O (ethanol), [OH-].[Na+] (sodium hydroxide). Run in O (water). Yields the product NC1=C(C=C(C=C1)OCC(=O)C1=CC=CC=C1)[N+](=O)[O-] (1-amino-2-nitro-4-phenacyloxybenzene). RXN SMILES: [NH2:1][C:2]1[CH:7]=[CH:6][C:5]([OH:8])=[CH:4][C:3]=1[N+:9]([O-:11])=[O:10].C(O)C.[OH-].[Na+].[CH2:17](Br)[C:18]([C:20]1[CH:25]=[CH:24][CH:23]=[CH:22][CH:21]=1)=[O:19]>O>[NH2:1][C:2]1[CH:7]=[CH:6][C:5]([O:8][CH2:17][C:18]([C:20]2[CH:25]=[CH:24][CH:23]=[CH:22][CH:21]=2)=[O:19])=[CH:4][C:3]=1[N+:9]([O-:11])=[O:10] |f:2.3|. Procedure details: 3.0 G. 1-amino-4-hydroxy-2-nitrobenzene in 80 ml. aqueous ethanol, containing 0.80 g. sodium hydroxide, is reacted with 4.0 g. phenacyl bromide on a steam bath under nitrogen atmosphere for 2 hours, water is added and the product collected by filtration to afford 1-amino-2-nitro-4-phenacyloxybenzene. This latter compound is hydrogenated at one atmosphere pressure in 150 ml. methanol in the presence of hydrochloric acid and 2.0 g. palladized charcoal until the theoretical uptake of hydrogen has o... The product is FC(OC1=C(C=CC=C1)[N+](=O)[O-])F (1-difluoromethoxy-2-nitrobenzene). Starting materials: [N+](=O)([O-])C1=C(C=CC=C1)O (2-nitrophenol), [OH-].[Na+] (sodium hydroxide), ClC(F)F (chlorodifluoromethane). Reaction conditions: temperature 70 celsius. Reaction SMILES: [N+:1]([C:4]1[CH:9]=[CH:8][CH:7]=[CH:6][C:5]=1[OH:10])([O-:3])=[O:2].[OH-].[Na+].Cl[CH:14]([F:16])[F:15]>O1CCOCC1.O>[F:15][CH:14]([F:16])[O:10][C:5]1[CH:6]=[CH:7][CH:8]=[CH:9][C:4]=1[N+:1]([O-:3])=[O:2] |f:1.2|. Run in O1CCOCC1 (dioxane), O (water), O (water). Procedure: A mixture of 2-nitrophenol (6.01 g, 43.2 mmol) and sodium hydroxide (8.6 g, 216 mmol) in 50 mL of dioxane and 50 mL of water was heated to 70° C. and chlorodifluoromethane gas was introduced. The mixture was diluted with water and extracted with diethyl ether. The organic phase was washed with aqueous sodium hydroxide and then brine, dried (MgSO4) and concentrated to give 1-difluoromethoxy-2-nitrobenzene (8.21 g, 43.4 mmol) as an oil. The reactants are Cl (hydrochloric acid), Cl.C(C1=CC=CC=C1)[N+]1(CC2=CC(=C(C=C2C1)OC)OC)C (N-benzyl-5,6-dimethoxy-N-methylisoindolinium hydrochloride), [H][H] (hydrogen). Reagents/catalysts: [C].[Pd] (palladium carbon). Solvent: CO (methanol). The product is Cl.COC=1C=C2CN(CC2=CC1OC)C (5,6-Dimethoxy-N-methylisoindoline hydrochloride). Reaction SMILES: [ClH:1].[CH2:2]([N+:9]1(C)[CH2:17][C:16]2[C:11](=[CH:12][C:13]([O:20][CH3:21])=[C:14]([O:18][CH3:19])[CH:15]=2)[CH2:10]1)C1C=CC=CC=1.Cl.[H][H]>CO.[C].[Pd]>[ClH:1].[CH3:19][O:18][C:14]1[CH:15]=[C:16]2[C:11](=[CH:12][C:13]=1[O:20][CH3:21])[CH2:10][N:9]([CH3:2])[CH2:17]2 |f:0.1,5.6,7.8|. Reported procedure: 1.0 g (3.12 mmol) of N-benzyl-5,6-dimethoxy-N-methylisoindolinium hydrochloride was dissolved in 20 ml of methanol, and 0.5 ml of 6N hydrochloric acid and 100 mg of a 10% palladium carbon catalyst were added thereto. The catalytic reduction was conducted at room temperature for 5 hours in a hydrogen gas stream. The catalyst was filtered off, and the solvent was distilled off under reduced pressure. The crystal residue was washed with 10 ml of acetone to obtain 650 mg of the above identified comp... The reactants are NC1=NC2=C(N1C1=NC(=NC(=N1)N1CCOCC1)N1CCOCC1)C=CC=C2 (2-(2-aminobenzimidazol-1-yl)-4,6-dimorpholino-1,3,5-triazine), ( 1 ), [H-].[Na+] (sodium hydride), CN(C)C=O (DMF), ClCOC=O (chloromethylformate). Solvent: O (water). Product: COC(=O)NC1=NC2=C(N1C1=NC(=NC(=N1)N1CCOCC1)N1CCOCC1)C=CC=C2 (2-(2-methoxycarbonylaminobenzimidazol-1-yl)-4,6-dimorpholino-1,3,5-triazine). Yield: 45.4%. As a reaction SMILES: [NH2:1][C:2]1[N:6]([C:7]2[N:12]=[C:11]([N:13]3[CH2:18][CH2:17][O:16][CH2:15][CH2:14]3)[N:10]=[C:9]([N:19]3[CH2:24][CH2:23][O:22][CH2:21][CH2:20]3)[N:8]=2)[C:5]2[CH:25]=[CH:26][CH:27]=[CH:28][C:4]=2[N:3]=1.[H-].[Na+].CN(C=O)C.Cl[CH2:37][O:38][CH:39]=[O:40]>O>[CH3:37][O:38][C:39]([NH:1][C:2]1[N:6]([C:7]2[N:8]=[C:9]([N:19]3[CH2:20][CH2:21][O:22][CH2:23][CH2:24]3)[N:10]=[C:11]([N:13]3[CH2:14][CH2:15][O:16][CH2:17][CH2:18]3)[N:12]=2)[C:5]2[CH:25]=[CH:26][CH:27]=[CH:28][C:4]=2[N:3]=1)=[O:40] |f:1.2|. Procedure: 0.19 g (0.50 mmol) of 2-(2-aminobenzimidazol-1-yl)-4,6-dimorpholino-1,3,5-triazine synthesized in (1) of the Example 6 and 60% sodium hydride (24 mg, 0.60 mmol) added to DMF (2 ml) were reacted at room temperature for 1 hour. The reaction mixture was added and reacted with 0.040 ml (0.55 mmol) of chloromethylformate at room temperature for 16 hours. The reaction solution was poured into water and extracted with methyl acetate. The organic layer was separated, washed with water and dried over anh... The reactants are CCO, [Cl-], [Fe], O=[N+]([O-])c1ccc2cc(-c3ccccc3)[nH]c2c1, [NH4+], O. Yields the product Nc1ccc2cc(-c3ccccc3)[nH]c2c1. RXN SMILES: [CH2:22]([OH:23])[CH3:24].[Cl-:19].[Fe:25].[N+:1]([O-:2])(=[O:3])[c:4]1[cH:5][cH:6][c:7]2[cH:8][c:9](-[c:13]3[cH:14][cH:15][cH:16][cH:17][cH:18]3)[nH:10][c:11]2[cH:12]1.[NH4+:20].[OH2:21]>>[NH2:1][c:4]1[cH:5][cH:6][c:7]2[cH:8][c:9](-[c:13]3[cH:14][cH:15][cH:16][cH:17][cH:18]3)[nH:10][c:11]2[cH:12]1. The reactants are ClCCCCOC1=CC=C(C2=C1C(OC(N2)=O)(C)C)C (4-chlorobutoxy-4,4,8-trimethyl-4H-3,1-benzoxazin-2-one), CC1=CC=C(C=C1)S (4-methyl-thiophenol). Yields the product CC1=CC=C(C=C1)SCCCCOC=1C=C(C2=C(C(OC(N2)=O)(C)C)C1)C (6-[4-(4-Methyl-phenylmercapto)-butoxy]-4,4,8-trimethyl-4H-3,1-benzoxazin-2-one). As a reaction SMILES: ClCCCCO[C:7]1[C:12]2[C:13]([CH3:19])([CH3:18])[O:14][C:15](=[O:17])[NH:16][C:11]=2[C:10]([CH3:20])=[CH:9][CH:8]=1.[CH3:21][C:22]1[CH:27]=[CH:26][C:25]([SH:28])=[CH:24][CH:23]=1>>[CH3:21][C:22]1[CH:27]=[CH:26][C:25]([S:28][CH2:10][CH2:11][CH2:12][CH2:13][O:14][C:8]2[CH:9]=[C:10]([CH3:20])[C:11]3[NH:16][C:15](=[O:17])[O:14][C:13]([CH3:18])([CH3:19])[C:12]=3[CH:7]=2)=[CH:24][CH:23]=1. Procedure: Prepared analogously to Example 1 from 6-(4-chlorobutoxy-4,4,8-trimethyl-4H-3,1-benzoxazin-2-one and 4-methyl-thiophenol. The reactants are [Br-], CON(C)C(=O)C(Cc1ccc(C(F)(F)F)cc1)N(Cc1ccccc1)Cc1ccccc1, C1CCOC1, C[Mg+], CCCCCC. The product is CC(=O)C(Cc1ccc(C(F)(F)F)cc1)N(Cc1ccccc1)Cc1ccccc1. Reaction SMILES: [Br-:39].[CH2:1]([c:2]1[cH:3][cH:4][cH:5][cH:6][cH:7]1)[N:8]([CH:9]([C:10](=[O:11])[N:12]([O:13][CH3:14])[CH3:15])[CH2:16][c:17]1[cH:18][cH:19][c:20]([C:23]([F:24])([F:25])[F:26])[cH:21][cH:22]1)[CH2:27][c:28]1[cH:29][cH:30][cH:31][cH:32][cH:33]1.[CH2:34]1[O:35][CH2:36][CH2:37][CH2:38]1.[CH3:40][Mg+:41].[CH3:42][CH2:43][CH2:44][CH2:45][CH2:46][CH3:47]>>[CH2:1]([c:2]1[cH:3][cH:4][cH:5][cH:6][cH:7]1)[N:8]([CH:9]([C:10](=[O:11])[CH3:34])[CH2:16][c:17]1[cH:18][cH:19][c:20]([C:23]([F:24])([F:25])[F:26])[cH:21][cH:22]1)[CH2:27][c:28]1[cH:29][cH:30][cH:31][cH:32][cH:33]1.